Task: describe an organic reaction: reactants, conditions, products, and yield. Dataset: the Open Reaction Database (ORD), a public repository of structured organic reaction records Starting materials: C(C)OC(=O)C=1N=CN(C1)C1=CC(=CC=C1)CO (1-(3-Hydroxymethyl-phenyl)-1H-imidazole-4-carboxylic acid ethyl ester), N1=C(C=CC=C1)COS(=O)(=O)C (Methanesulfonic acid pyridin-2-ylmethyl ester), [H-].[Na+] (NaH). The solvent is C1CCOC1 (THF), C1CCOC1 (THF), C1CCOC1 (THF). Reaction conditions: time 30 minute. Product: C(C)OC(=O)C=1N=CN(C1)C1=CC(=CC=C1)COCC1=NC=CC=C1 (1-[3-(Pyridin-2-ylmethoxymethyl)-phenyl]-1H-imidazole-4-carboxylic acid ethyl ester). Yield: 27.2%. Reaction SMILES: [H-].[Na+].[CH2:3]([O:5][C:6]([C:8]1[N:9]=[CH:10][N:11]([C:13]2[CH:18]=[CH:17][CH:16]=[C:15]([CH2:19][OH:20])[CH:14]=2)[CH:12]=1)=[O:7])[CH3:4].[N:21]1[CH:26]=[CH:25][CH:24]=[CH:23][C:22]=1[CH2:27]OS(C)(=O)=O>C1COCC1>[CH2:3]([O:5][C:6]([C:8]1[N:9]=[CH:10][N:11]([C:13]2[CH:18]=[CH:17][CH:16]=[C:15]([CH2:19][O:20][CH2:27][C:22]3[CH:23]=[CH:24][CH:25]=[CH:26][N:21]=3)[CH:14]=2)[CH:12]=1)=[O:7])[CH3:4] |f:0.1|. Reported procedure: To a suspension of NaH (120 mg, 3 mmol, 60% in mineral oil) in dry THF (10 mL) at 0° C. under N2 atmosphere was added a solution of compound 7 (394 mg, 1.2 mmol) in dry THF (5 mL) and reaction mixture was allowed to stir for 30 min at room temperature. Compound 11 (300 mg, 1.2 mmol) in THF (2 mL) was then added and stirring was continued for 12 h at room temperature [reaction was followed by TLC]. Reaction mixture was quenched with water (5 mL), extracted with CH2Cl2 (40 mL), washed with brine, ... Reactants: ClC1=C(CCCCC1)C(=O)Cl (2-chlorocyclohept-1-enecarbonyl chloride), [N+](=[N-])=CC(=O)OCC (ethyl diazoacetate), CC1(NC(CCC1)(C)C)C.[Li] (lithium 2,2,6,6-tetramethylpiperidine). Run in C1CCOC1 (THF). Reaction conditions: time 1 hour. Product: C(C)OC(C(C(=O)C1=C(CCCCC1)Cl)=[N+]=[N-])=O (3-(2-Chlorocyclohept-1-enyl)-2-diazo-3-oxopropionic acid ethyl ester). Reaction SMILES: [Cl:1][C:2]1[CH2:8][CH2:7][CH2:6][CH2:5][CH2:4][C:3]=1[C:9](Cl)=[O:10].[N+:12](=[CH:14][C:15]([O:17][CH2:18][CH3:19])=[O:16])=[N-:13].CC1(C)CCCC(C)(C)N1.[Li]>C1COCC1>[CH2:18]([O:17][C:15](=[O:16])[C:14](=[N+:12]=[N-:13])[C:9]([C:3]1[CH2:4][CH2:5][CH2:6][CH2:7][CH2:8][C:2]=1[Cl:1])=[O:10])[CH3:19] |f:2.3,^1:29|. Procedure: To a solution of 2-chlorocyclohept-1-enecarbonyl chloride (4.6 g) and ethyl diazoacetate (2.8 ml) in THF (30 ml) cooled to −70C was added a solution of lithium 2,2,6,6-tetramethylpiperidine (1 equiv.) dropwise. On completion of the addition the reaction mixture was stirred for 1 h. The reaction mixture was quenched by pouring into 1M citric acid (100 ml), then extracted with ether (3×200 ml). The ether extracts were combined, washed with brine, dried over magnesium sulphate, filtered and evapora...